Dataset: the Open Reaction Database (ORD), a public repository of structured organic reaction records. Task: describe an organic reaction: reactants, conditions, products, and yield Starting materials: P(Br)(Br)Br (PBr3), BrC=1C=C(CO)C=C(C1OC1=CC(=C(C=C1)O)C(C)C)Br (3,5-Dibromo -4-(4-hydroxy-3-isopropylphenoxy)benzylalcohol). Solvent: C(Cl)Cl (CH2Cl2), C(Cl)Cl (CH2Cl2), C(Cl)Cl (CH2Cl2). The product is BrC=1C=C(CBr)C=C(C1OC1=CC(=C(C=C1)O)C(C)C)Br (3,5-dibromo-4-(4-hydroxy-3-isopropylphenoxy)benzylbromide). Yield: 72.1%. As a reaction SMILES: P(Br)(Br)[Br:2].[Br:5][C:6]1[CH:7]=[C:8]([CH:11]=[C:12]([Br:25])[C:13]=1[O:14][C:15]1[CH:20]=[CH:19][C:18]([OH:21])=[C:17]([CH:22]([CH3:24])[CH3:23])[CH:16]=1)[CH2:9]O>C(Cl)Cl>[Br:5][C:6]1[CH:7]=[C:8]([CH:11]=[C:12]([Br:25])[C:13]=1[O:14][C:15]1[CH:20]=[CH:19][C:18]([OH:21])=[C:17]([CH:22]([CH3:24])[CH3:23])[CH:16]=1)[CH2:9][Br:2]. Procedure details: A solution of PBr3 (125 mg, 0.463 mmol) in 5 ml of CH2Cl2 was added dropwise, under nitrogen, to a stirred solution of 3,5-dibromo-4-(4-hydroxy-3-isopropylphenoxy)-benzylalcohol (Example 12) (385 mg, 0.925 mmol) in 20 ml CH2Cl2 at 0° C. The reaction mixture was left to stand at room temperature over night and then diluted with CH2Cl2. The organic phase was washed with water, dried over MgSO4 and concentrated. The residue was purified by column chromathography (silica gel, 75:25 petroleum-ether/E... Starting materials: Cl.COC1=CC2=C(CCNCC2)C=C1S(=O)(=O)C1=CC(=CC=C1)OC1=CC=CC=C1 (7-Methoxy-8-(3-phenoxy-benzenesulfonyl)-2,3,4,5-tetrahydro-1H-3-benzazepine hydrochloride), hydrochloride salt, C(C)(=O)O[BH-](OC(C)=O)OC(C)=O.[Na+] (sodium triacetoxyborohydride), C=O (formaldehyde), ClCCCl (1,2-dichloroethane). The solvent is ClCCl (dichloromethane). Run at time 18 hour. Product: Cl.COC1=CC2=C(CCN(CC2)C)C=C1S(=O)(=O)C1=CC(=CC=C1)OC1=CC=CC=C1 (7-Methoxy-3-methyl-8-(3-phenoxy-benzenesulfonyl)-2,3,4,5-tetrahydro-1H-3-benzazepine hydrochloride). RXN SMILES: Cl.[CH3:2][O:3][C:4]1[C:14]([S:15]([C:18]2[CH:23]=[CH:22][CH:21]=[C:20]([O:24][C:25]3[CH:30]=[CH:29][CH:28]=[CH:27][CH:26]=3)[CH:19]=2)(=[O:17])=[O:16])=[CH:13][C:7]2[CH2:8][CH2:9][NH:10][CH2:11][CH2:12][C:6]=2[CH:5]=1.[C:31](O[BH-](OC(=O)C)OC(=O)C)(=O)C.[Na+].C=O.[Cl:47]CCCl>ClCCl>[ClH:47].[CH3:2][O:3][C:4]1[C:14]([S:15]([C:18]2[CH:23]=[CH:22][CH:21]=[C:20]([O:24][C:25]3[CH:30]=[CH:29][CH:28]=[CH:27][CH:26]=3)[CH:19]=2)(=[O:17])=[O:16])=[CH:13][C:7]2[CH2:8][CH2:9][N:10]([CH3:31])[CH2:11][CH2:12][C:6]=2[CH:5]=1 |f:0.1,2.3,7.8|. Reported procedure: A mixture of E1 hydrochloride salt (0.2 g, 0.5 mmol), sodium triacetoxyborohydride (400 MG), aqueous formaldehyde (0.5 mL, 37%), and 1,2-dichloroethane (10 mL containing 0.5 mL triethylamine) was stirred for 18 h then diluted with dichloromethane (50 mL) and washed with saturated aqueous sodium hydrogen carbonate (100 mL), dried (MgSO4), and evaporated to give the title compound E2 isolated as the hydrochloride salt from ether (0.3 g). MH+ 423. 1H NMR δ (CDCl3) 2.39 (3H, s), 2.60 (4H, m), 2.97 (... Reactants: FC1=C(C=O)C=CC(=C1F)C1=NC=C(C=C1)F (2,3-difluoro-4-(5-fluoropyridin-2-yl)benzaldehyde), BrC(F)(F)P(OCC)([O-])=O (ethyl bromodifluoromethylphosphonate), C(C)(C)[Mg]Cl (isopropylmagnesium chloride), [Cl-].[NH4+] (ammonium chloride). Solvent: O1CCCC1 (tetrahydrofuran), O1CCCC1 (tetrahydrofuran), O1CCCC1 (tetrahydrofuran), CC(=O)C.C(Cl)Cl (acetone methylene chloride). Conditions: temperature -78 celsius, time 5 minute. Product: FC1=C(C=CC(=C1F)C1=NC=C(C=C1)F)C(C(F)(F)P(OCC)(OCC)=O)O (diethyl {2-[2,3-difluoro-4-(5-fluoropyridin-2-yl)phenyl]-1,1-difluoro-2-hydroxyethyl}phosphonate). Reaction SMILES: Br[C:2]([P:5](=[O:10])([O-:9])[O:6][CH2:7][CH3:8])([F:4])[F:3].[CH:11]([Mg]Cl)(C)[CH3:12].[F:16][C:17]1[C:24]([F:25])=[C:23]([C:26]2[CH:31]=[CH:30][C:29]([F:32])=[CH:28][N:27]=2)[CH:22]=[CH:21][C:18]=1[CH:19]=[O:20].[Cl-].[NH4+]>O1CCCC1.CC(C)=O.C(Cl)Cl>[F:16][C:17]1[C:24]([F:25])=[C:23]([C:26]2[CH:31]=[CH:30][C:29]([F:32])=[CH:28][N:27]=2)[CH:22]=[CH:21][C:18]=1[CH:19]([OH:20])[C:2]([P:5](=[O:10])([O:9][CH2:11][CH3:12])[O:6][CH2:7][CH3:8])([F:4])[F:3] |f:3.4,6.7|. Procedure: A solution of ethyl bromodifluoromethylphosphonate (3.2 g, 12.1 mmol) in tetrahydrofuran (20 mL) was added dropwise to a solution of isopropylmagnesium chloride (2 M in tetrahydrofuran) (6.1 mL, 12.1 mmol) in tetrahydrofuran (20 mL) at −78° C. After stirring at −78° C. for 5 min, a solution of 2,3-difluoro-4-(5-fluoropyridin-2-yl)benzaldehyde (1.92 g, 8.1 mmol) in tetrahydrofuran (20 mL) was added dropwise. After stirring for a further 5 min at −78° C. then a further 1 h between −78 and 0 then a... The reactants are FC(C(=O)N1CCCCC1)(C(=O)C1=CC=C(C=C1)OCCCC(F)(F)F)F (2,2-Difluoro-1-(piperidin-1-yl)-3-(4-(4,4,4-trifluorobutoxy)phenyl)propane-1,3-dione), CC(C)(C)S(=O)N (2-methylpropane-2-sulfinamide), Ti(OEt)4. Run in [Cl-].[Na+].O (brine), C1CCOC1 (THF), CCOC(=O)C (EtOAc). Conditions: time 30 minute. The product is FC(C(C1=CC=C(C=C1)OCCCC(F)(F)F)=NS(=O)C(C)(C)C)(C(N1CCCCC1)=O)F (N-(2,2-Difluoro-3-oxo-3-(piperidin-1-yl)-1-(4-(4,4,4-trifluorobutoxy)phenyl)propylidene)-2-methylpropane-2-sulfinamide). The yield is 65.1%. As a reaction SMILES: [F:1][C:2]([F:27])([C:11]([C:13]1[CH:18]=[CH:17][C:16]([O:19][CH2:20][CH2:21][CH2:22][C:23]([F:26])([F:25])[F:24])=[CH:15][CH:14]=1)=O)[C:3]([N:5]1[CH2:10][CH2:9][CH2:8][CH2:7][CH2:6]1)=[O:4].[CH3:28][C:29]([S:32]([NH2:34])=[O:33])([CH3:31])[CH3:30]>C1COCC1.[Cl-].[Na+].O.CCOC(C)=O>[F:1][C:2]([F:27])([C:3](=[O:4])[N:5]1[CH2:10][CH2:9][CH2:8][CH2:7][CH2:6]1)[C:11](=[N:34][S:32]([C:29]([CH3:31])([CH3:30])[CH3:28])=[O:33])[C:13]1[CH:18]=[CH:17][C:16]([O:19][CH2:20][CH2:21][CH2:22][C:23]([F:26])([F:25])[F:24])=[CH:15][CH:14]=1 |f:3.4.5|. Procedure: To a solution of Intermediate 103B (1.97 g, 5.01 mmol) and 2-methylpropane-2-sulfinamide (1.821 g, 15.02 mmol) in anhydrous THF (25.04 mL) was added Ti(OEt)4 (5.19 mL, 25.04 mmol). The reaction was heated at refluxed temperature overnight. The reaction was cooled to rt, poured into brine, diluted with EtOAc, and stirred for 30 min. The titanium oxide was removed by filtering through a plug of Celite®. The filtrate layers were separated and the organic layer was washed with brine, dried over Na2S... Reactants: CC(C)(C)c1ccc(S(=O)(=O)N2Cc3ccc(C(F)(F)F)nc3Nc3ccc(Br)cc32)cc1, O=C([O-])[O-], Cn1cc(B2OC(C)(C)C(C)(C)O2)cn1, CS(C)=O, CCOC(C)=O, [K+], [K+], O. The product is Cn1cc(-c2ccc3c(c2)N(S(=O)(=O)c2ccc(C(C)(C)C)cc2)Cc2ccc(C(F)(F)F)nc2N3)cn1. As a reaction SMILES: [Br:1][c:2]1[cH:3][cH:4][c:5]2[c:6]([cH:33]1)[N:7]([S:20](=[O:21])(=[O:22])[c:23]1[cH:24][cH:25][c:26]([C:29]([CH3:30])([CH3:31])[CH3:32])[cH:27][cH:28]1)[CH2:8][c:9]1[c:10]([n:12][c:13]([C:16]([F:17])([F:18])[F:19])[cH:14][cH:15]1)[NH:11]2.[C:49](=[O:50])([O-:51])[O-:52].[CH3:34][n:35]1[n:36][cH:37][c:38]([B:40]2[O:41][C:42]([CH3:43])([CH3:44])[C:45]([CH3:46])([CH3:47])[O:48]2)[cH:39]1.[CH3:55][S:56]([CH3:57])=[O:58].[CH3:59][CH2:60][O:61][C:62]([CH3:63])=[O:64].[K+:53].[K+:54].[OH2:65]>>[c:2]1(-[c:38]2[cH:37][n:36][n:35]([CH3:34])[cH:39]2)[cH:3][cH:4][c:5]2[c:6]([cH:33]1)[N:7]([S:20](=[O:21])(=[O:22])[c:23]1[cH:24][cH:25][c:26]([C:29]([CH3:30])([CH3:31])[CH3:32])[cH:27][cH:28]1)[CH2:8][c:9]1[c:10]([n:12][c:13]([C:16]([F:17])([F:18])[F:19])[cH:14][cH:15]1)[NH:11]2. Product: CCCCC1CCC(C(=O)O)CC1, [Cl-]. Reaction SMILES: [CH2:1]([CH2:2][CH2:3][CH3:4])[CH:5]1[CH2:6][CH2:7][CH:8]([C:11](=[O:12])[OH:13])[CH2:9][CH2:10]1.[Cl:14][C:15]([C:16]([Cl:17])=[O:18])=[O:19].[cH:20]1[cH:21][cH:22][cH:23][cH:24][cH:25]1>>[CH2:1]([CH2:2][CH2:3][CH3:4])[CH:5]1[CH2:6][CH2:7][CH:8]([C:11](=[O:12])[OH:13])[CH2:9][CH2:10]1.[Cl-:14]. The reactants are CCCCC1CCC(C(=O)O)CC1, O=C(Cl)C(=O)Cl, c1ccccc1. The reactants are CS(C)=O, Oc1ccn(-c2ccc(Cl)cc2)n1, COC(=O)C(=O)c1ccccc1F, [K]. The product is COC(=O)C(=O)c1ccccc1Oc1ccn(-c2ccc(Cl)cc2)n1. Reaction SMILES: [CH3:28][S:29](=[O:30])[CH3:31].[Cl:15][c:16]1[cH:17][cH:18][c:19](-[n:22]2[n:23][c:24]([OH:27])[cH:25][cH:26]2)[cH:20][cH:21]1.[F:1][c:2]1[c:3]([C:8]([C:9](=[O:10])[O:11][CH3:12])=[O:13])[cH:4][cH:5][cH:6][cH:7]1.[K:14]>>[c:2]1([O:27][c:24]2[n:23][n:22](-[c:19]3[cH:18][cH:17][c:16]([Cl:15])[cH:21][cH:20]3)[cH:26][cH:25]2)[c:3]([C:8]([C:9](=[O:10])[O:11][CH3:12])=[O:13])[cH:4][cH:5][cH:6][cH:7]1.